This data is from the Open Reaction Database (ORD), a public repository of structured organic reaction records. The task is: describe an organic reaction: reactants, conditions, products, and yield The reactants are BrC=1C=C(C=C2C3=C(NC12)C(OCC3)(CC)CCO)C(C)C (2-(8-bromo-1-ethyl-6-isopropyl-1,3,4,9-tetrahydro-pyrano[3,4-b]indol-1-yl)-ethanol), C(#N)C=1C=C(C=CC1)B(O)O (3-cyanophenylboronic acid). Product: C(#N)C=1C=C(C=CC1)C=1C=C(C=C2C3=C(NC12)C(OCC3)(CC)CCO)C(C)C (2-[8-(3-CYANO-PHENYL)-1-ETHYL-6-ISOPROPYL-1,3,4,9-TETRAHYDRO-PYRANO[3,4-b]INDOL-1-YL]-ETHANOL). RXN SMILES: Br[C:2]1[CH:3]=[C:4]([CH:20]([CH3:22])[CH3:21])[CH:5]=[C:6]2[C:10]=1[NH:9][C:8]1[C:11]([CH2:17][CH2:18][OH:19])([CH2:15][CH3:16])[O:12][CH2:13][CH2:14][C:7]2=1.[C:23]([C:25]1[CH:26]=[C:27](B(O)O)[CH:28]=[CH:29][CH:30]=1)#[N:24]>>[C:23]([C:25]1[CH:30]=[C:29]([C:2]2[CH:3]=[C:4]([CH:20]([CH3:21])[CH3:22])[CH:5]=[C:6]3[C:10]=2[NH:9][C:8]2[C:11]([CH2:17][CH2:18][OH:19])([CH2:15][CH3:16])[O:12][CH2:13][CH2:14][C:7]3=2)[CH:28]=[CH:27][CH:26]=1)#[N:24]. Procedure details: The title compound is prepared in a manner analogous to Example 1, except using 2-(8-bromo-1-ethyl-6-isopropyl-1,3,4,9-tetrahydro-pyrano[3,4-b]indol-1-yl)-ethanol and 3-cyanophenylboronic acid in step 1.F. The reactants are FC=1C=C(C=CC1)B(O)O ((3-fluorophenyl)boronic acid), ClC=1C=C(C(=O)O)C=C(C1)F (3-chloro-5-fluorobenzoic acid), C([O-])([O-])=O.[K+].[K+] (potassium carbonate). The reagents and catalysts are C(C)(=O)[O-].[Pd+2].C(C)(=O)[O-] (palladium acetate), [Na+].O.C1(CCCCC1)P(C1(C(=C(C=CC1S(=O)(=O)[O-])OC)C1=CC=CC=C1)OC)C1CCCCC1 (2-dicyclohexylphosphino-2,6-dimethoxy-3-sulfonato-1,1′-biphenyl hydrate sodium salt). The product is FC=1C=C(C=CC1)C1=CC(=CC(=C1)F)C(=O)O (3′,5-difluoro-[1,1′-biphenyl]-3-carboxylic acid). Yield: 100.3%. Reaction SMILES: [F:1][C:2]1[CH:3]=[C:4](B(O)O)[CH:5]=[CH:6][CH:7]=1.Cl[C:12]1[CH:13]=[C:14]([CH:18]=[C:19]([F:21])[CH:20]=1)[C:15]([OH:17])=[O:16].C(=O)([O-])[O-].[K+].[K+]>C([O-])(=O)C.[Pd+2].C([O-])(=O)C.[Na+].O.C1(P(C2CCCCC2)C2(OC)C(S([O-])(=O)=O)C=CC(OC)=C2C2C=CC=CC=2)CCCCC1>[F:1][C:2]1[CH:3]=[C:4]([C:12]2[CH:20]=[C:19]([F:21])[CH:18]=[C:14]([C:15]([OH:17])=[O:16])[CH:13]=2)[CH:5]=[CH:6][CH:7]=1 |f:2.3.4,5.6.7,8.9.10|. Procedure details: A 2 dram vial was charged with (3-fluorophenyl)boronic acid (168 mg, 1.2 mmol), 3-chloro-5-fluorobenzoic acid (175 mg, 1.0 mmol), potassium carbonate (345 mg, 2.5 mmol), palladium acetate (1.1 mg, 0.005 mmol) and 2-dicyclohexylphosphino-2,6-dimethoxy-3-sulfonato-1,1′-biphenyl hydrate sodium salt (5 mg, 0.01 mmol). The vial was fitted with a septum cap, degassed water (1.5 mL) was added and the mixture was purged with nitrogen and stirred at room temperature. After stirring for 4 d, the mixture w...